This data is from the Open Reaction Database (ORD), a public repository of structured organic reaction records. The task is: describe an organic reaction: reactants, conditions, products, and yield Procedure: Ethyl-3-ethoxyacryalate (4.0 g, 27.7 mmol) was dissolved in dioxane-H2O (30 ml, 1:1 v/v) and cooled to −10° C. N-Bromosuccinimide (5.43 g, 30.5 mmol) was added to this solution and the reaction mixture was allowed to warm up to room temperature and further stirred for 1 h. Thiobenzamide (3.8 g, 27.7 mmol) was then added and the reaction mixture was further heated to 80° C. for 1 h. The reaction mixture was then cooled to room temperature and quenched with aqueous ammonia solution. The organic pr... Reactants: BrN1C(CCC1=O)=O (N-Bromosuccinimide), C(C1=CC=CC=C1)(=S)N (Thiobenzamide), O1CCOCC1.O (dioxane H2O). Product: C1(=CC=CC=C1)C=1SC(=CN1)C(=O)OCC (ethyl 2-phenylthiazole-5-carboxylate). Reaction conditions: temperature -10 celsius, time 1 hour. Isolated yield 17.0%. RXN SMILES: BrN1[C:6](=[O:7])[CH2:5][CH2:4]C1=O.[C:9]([NH2:17])(=[S:16])[C:10]1[CH:15]=[CH:14][CH:13]=[CH:12][CH:11]=1.O1CCO[CH2:20][CH2:19]1.[OH2:24]>>[C:10]1([C:9]2[S:16][C:5]([C:6]([O:7][CH2:19][CH3:20])=[O:24])=[CH:4][N:17]=2)[CH:15]=[CH:14][CH:13]=[CH:12][CH:11]=1 |f:2.3|. The reactants are C(C)(C)(C)OC(=O)N1CCC(CC1)(C(=O)O)F (4-fluoro-piperidine-1,4-dicarboxylic acid mono-tert-butyl ester), FC(OC1=CC=C(N)C=C1)(F)F (4-trifluoromethoxy-aniline). Yields the product C(C)(C)(C)OC(=O)N1CCC(CC1)(C(NC1=CC=C(C=C1)OC(F)(F)F)=O)F (4-fluoro-4-(4-trifluoromethoxy-phenylcarbamoyl)-piperidine-1-carboxylic acid tert-butyl ester). The yield is 68.9%. Reaction SMILES: [C:1]([O:5][C:6]([N:8]1[CH2:13][CH2:12][C:11]([F:17])([C:14]([OH:16])=O)[CH2:10][CH2:9]1)=[O:7])([CH3:4])([CH3:3])[CH3:2].[F:18][C:19]([F:29])([F:28])[O:20][C:21]1[CH:27]=[CH:26][C:24]([NH2:25])=[CH:23][CH:22]=1>>[C:1]([O:5][C:6]([N:8]1[CH2:9][CH2:10][C:11]([F:17])([C:14](=[O:16])[NH:25][C:24]2[CH:26]=[CH:27][C:21]([O:20][C:19]([F:18])([F:28])[F:29])=[CH:22][CH:23]=2)[CH2:12][CH2:13]1)=[O:7])([CH3:2])([CH3:3])[CH3:4]. Procedure details: In analogy to example 1 from 4-fluoro-piperidine-1,4-dicarboxylic acid mono-tert-butyl ester (0.565 g), synthesis described in WO2008/98977, and 4-trifluoromethoxy-aniline (0.405 g) there as obtained 4-fluoro-4-(4-trifluoromethoxy-phenylcarbamoyl)-piperidine-1-carboxylic acid tert-butyl ester (0.64 g) as an off white solid. MS (ESI): 405.1 ([M-H]−). RXN SMILES: [CH3:1][O:2][CH:3]1[CH2:4][CH2:5][CH:6]([N:9]2[CH2:10][C:11](=[O:37])[NH:12][c:13]3[n:14][cH:15][c:16](-[c:19]4[c:20]([CH3:36])[n:21][c:22](-[c:25]5[n:26][n:27][cH:28][n:29]5[CH:30]5[CH2:31][CH2:32][CH2:33][CH2:34][O:35]5)[cH:23][cH:24]4)[n:17][c:18]32)[CH2:7][CH2:8]1.[CH3:38][CH2:39][OH:40].[ClH:41]>>[CH3:1][O:2][CH:3]1[CH2:4][CH2:5][CH:6]([N:9]2[CH2:10][C:11](=[O:37])[NH:12][c:13]3[n:14][cH:15][c:16](-[c:19]4[c:20]([CH3:36])[n:21][c:22](-[c:25]5[n:26][n:27][cH:28][nH:29]5)[cH:23][cH:24]4)[n:17][c:18]32)[CH2:7][CH2:8]1. Yields the product COC1CCC(N2CC(=O)Nc3ncc(-c4ccc(-c5nnc[nH]5)nc4C)nc32)CC1. The reactants are COC1CCC(N2CC(=O)Nc3ncc(-c4ccc(-c5nncn5C5CCCCO5)nc4C)nc32)CC1, CCO, Cl.